From a dataset of the Open Reaction Database (ORD), a public repository of structured organic reaction records. describe an organic reaction: reactants, conditions, products, and yield Reactants: Cc1cc(-c2ncc(Br)cn2)ccn1, CC(C)(C)OC(=O)C[Zn+], C1CCOC1, [Cl-]. Product: Cc1cc(-c2ncc(CC(=O)OC(C)(C)C)cn2)ccn1. As a reaction SMILES: [Br:1][c:2]1[cH:3][n:4][c:5](-[c:8]2[cH:9][c:10]([CH3:14])[n:11][cH:12][cH:13]2)[n:6][cH:7]1.[C:16]([CH3:17])([CH3:18])([CH3:19])[O:20][C:21]([CH2:22][Zn+:23])=[O:24].[CH2:25]1[O:26][CH2:27][CH2:28][CH2:29]1.[Cl-:15]>>[c:2]1([CH2:22][C:21]([O:20][C:16]([CH3:17])([CH3:18])[CH3:19])=[O:24])[cH:3][n:4][c:5](-[c:8]2[cH:9][c:10]([CH3:14])[n:11][cH:12][cH:13]2)[n:6][cH:7]1. Starting materials: NC1=NC=C(C(=C1N)N[C@H]1[C@H]([C@@H]2C=C[C@H]1C2)C(=O)N)Cl ((1S,2S,3R,4R)-3-(2,3-Diamino-5-chloro-pyridin-4-ylamino)-bicyclo[2.2.1]hept-5-ene-2-carboxylic acid amide), N1(N=CC=C1)C=1C=C(C=O)C=CC1 (3-Pyrazol-1-yl-benzaldehyde), C(C)(=O)[O-].[NH4+] (Ammonium acetate), C(C)O (Ethanol). Solvent: C(C)OCC (ethyl ether). Run at temperature 80 celsius. The product is ClC=1C(=C2C(=NC1)NC(=N2)C2=CC(=CC=C2)N2N=CC=C2)N[C@H]2[C@H]([C@@H]1C=C[C@H]2C1)C(=O)N ((1S,2S,3R,4R)-3-[6-Chloro-2-(3-pyrazol-1-yl-phenyl)-3H-imidazo[4,5-b]pyridin-7-ylamino]-bicyclo[2.2.1]hept-5-ene-2-carboxylic acid amide). Reaction SMILES: [NH2:1][C:2]1[C:7]([NH2:8])=[C:6]([NH:9][C@@H:10]2[C@@H:15]3[CH2:16][C@@H:12]([CH:13]=[CH:14]3)[C@@H:11]2[C:17]([NH2:19])=[O:18])[C:5]([Cl:20])=[CH:4][N:3]=1.[N:21]1([C:26]2[CH:27]=[C:28]([CH:31]=[CH:32][CH:33]=2)[CH:29]=O)[CH:25]=[CH:24][CH:23]=[N:22]1.C([O-])(=O)C.[NH4+].C(O)C>C(OCC)C>[Cl:20][C:5]1[C:6]([NH:9][C@@H:10]2[C@@H:15]3[CH2:16][C@@H:12]([CH:13]=[CH:14]3)[C@@H:11]2[C:17]([NH2:19])=[O:18])=[C:7]2[N:8]=[C:29]([C:28]3[CH:31]=[CH:32][CH:33]=[C:26]([N:21]4[CH:25]=[CH:24][CH:23]=[N:22]4)[CH:27]=3)[NH:1][C:2]2=[N:3][CH:4]=1 |f:2.3|. Procedure: (1S,2S,3R,4R)-3-(2,3-Diamino-5-chloro-pyridin-4-ylamino)-bicyclo[2.2.1]hept-5-ene-2-carboxylic acid amide (50.00 mg, 0.1702 mmol), 3-Pyrazol-1-yl-benzaldehyde (32.2 mg, 0.187 mmol), and Ammonium acetate (26.2 mg, 0.340 mmol) were combined in Ethanol (2.21 mL, 37.8 mmol) in a reaction tube and heated at 80° C. overnight. Upon cooling, a precipitate formed. Reaction was diluted with 3 ml ethyl ether and cooled in an ice/water bath. The resulting solid was filtered, washed with cold ether and dried... Reactants: N1=C(C=CC=C1)SC=1C=C2C=CNC2=CC1 (5-(Pyrid-2-ylthio)indole), CN1CCC(CC1)=O (1-methylpiperid-4-one), C[O-].[Na+] (sodium methoxide), CO (MeOH). Solvent: C(Cl)Cl.CO (CH2Cl2 MeOH). Yields the product CN1CC=C(CC1)C1=CNC2=CC=C(C=C12)SC1=NC=CC=C1 (3-(1-methyl-1,2,5,6-tetrahydropyrid-4-yl)-5-(pyrid-2-ylthio)indole), solid. As a reaction SMILES: [N:1]1[CH:6]=[CH:5][CH:4]=[CH:3][C:2]=1[S:7][C:8]1[CH:9]=[C:10]2[C:14](=[CH:15][CH:16]=1)[NH:13][CH:12]=[CH:11]2.[CH3:17][N:18]1[CH2:23][CH2:22][C:21](=O)[CH2:20][CH2:19]1.C[O-].[Na+].CO>C(Cl)Cl.CO>[CH3:17][N:18]1[CH2:23][CH2:22][C:21]([C:11]2[C:10]3[C:14](=[CH:15][CH:16]=[C:8]([S:7][C:2]4[CH:3]=[CH:4][CH:5]=[CH:6][N:1]=4)[CH:9]=3)[NH:13][CH:12]=2)=[CH:20][CH2:19]1 |f:2.3,5.6|. Procedure details: 5-(Pyrid-2-ylthio)indole (0.347 g, 1.53 mmol), 1-methylpiperid-4-one (0.347 g, 0.38 mL, 3.06 mmol), sodium methoxide (0.497 g) and some finely ground molecular sieves were heated in refluxing MeOH (20 mL) for 24 hr. After work-up and chromatography (silica gel; CH2Cl2 /MeOH; 0-15%), 3-(1-methyl-1,2,5,6-tetrahydropyrid-4-yl)-5-(pyrid-2-ylthio)indole was obtained as a yellow solid (0.35 g). This was treated with fumaric acid (0.189 g, 1.6 mmol) in MeOH/Et2O to give, as a pale yellow crystalline so... Starting materials: β-halogeno-α-aminocarboxylic acid, N[C@@H](CO)C(=O)O (serine), Cl.COC([C@@H](N)CO)=O (serine methyl ester hydrochloride), ester, P(Cl)(Cl)(Cl)(Cl)Cl (phosphorus pentachloride). Yields the product Cl.COC(C(CCl)N)=O (α-amino-β-chloropropionic acid methyl ester hydrochloride). As a reaction SMILES: N[C@H](C(O)=O)CO.[ClH:8].[CH3:9][O:10][C:11](=[O:16])[C@H:12]([CH2:14]O)[NH2:13].P(Cl)(Cl)(Cl)(Cl)[Cl:18]>>[ClH:18].[CH3:9][O:10][C:11](=[O:16])[CH:12]([NH2:13])[CH2:14][Cl:8] |f:1.2,4.5|. Procedure: The method which comprises derivatizing a β-hydroxy-α-aminocarboxylic acid into the corresponding β-hydroxy-α-aminocarboxylic acid ester, then halogenating the hydroxyl group thereof with a phosphorus halide to give the corresponding β-halogeno-α-aminocarboxylic acid ester, and hydrolyzing the ester group using a hydrohalogenic acid to give the objective β-halogeno-α-aminocarboxylic acid. Specifically, serine is derivatized into serine methyl ester hydrochloride, the ester salt is then treated w... Yield: 91.4%. The reactants are ClC=1C=C(C=CC1F)NC1=C(C=NC2=CC=C(C=C12)[N+](=O)[O-])C#N (4-[(3-chloro-4-fluorophenyl)amino]-6-nitro-quinoline-3-carbonitrile), SnCl2 dihydrate. Procedure: A mixture of 5.360 g (15.6 mmol) 4-[(3-chloro-4-fluorophenyl)amino]-6-nitro-quinoline-3-carbonitrile, 250 ml ethanol, and 17.67 g (78.2 mmol) SnCl2 dihydrate was heated to reflux under N2. Removed heat at 1½ hours and added ice water. Made basic with sodium bicarbonate. Stirred for 2 hours extracted with chloroform. Added brine to the separatory funnel to help separate layers. Stirred organic layer with Darco and dried with sodium sulfate. Filtered, stripped solvent and dried in vacuo, giving 4.... Run at time 2 hour. Run in C(C)O (ethanol). RXN SMILES: [Cl:1][C:2]1[CH:3]=[C:4]([NH:9][C:10]2[C:19]3[C:14](=[CH:15][CH:16]=[C:17]([N+:20]([O-])=O)[CH:18]=3)[N:13]=[CH:12][C:11]=2[C:23]#[N:24])[CH:5]=[CH:6][C:7]=1[F:8]>C(O)C>[NH2:20][C:17]1[CH:18]=[C:19]2[C:14](=[CH:15][CH:16]=1)[N:13]=[CH:12][C:11]([C:23]#[N:24])=[C:10]2[NH:9][C:4]1[CH:5]=[CH:6][C:7]([F:8])=[C:2]([Cl:1])[CH:3]=1. Product: NC=1C=C2C(=C(C=NC2=CC1)C#N)NC1=CC(=C(C=C1)F)Cl (6-Amino-4-[(3-chloro-4-fluorophenyl)amino]-quinoline-3-carbonitrile).